From a dataset of the Open Reaction Database (ORD), a public repository of structured organic reaction records. describe an organic reaction: reactants, conditions, products, and yield The reactants are NC=1C2=C(SC1C1=CC=CC=C1)C=CC=C2 (3-amino-2-phenyl-benzo(b)thiophene), C(C1=CC=CC=C1)=O (benzaldehyde), Schiff base, [BH4-].[Na+] (NaBH4). The solvent is C(C)O (ethanol), O (water). Product: C(C1=CC=CC=C1)N(C=1C2=C(SC1C1=CC=CC=C1)C=CC=C2)CC2=CC=CC=C2 (3-dibenzylamino-2-phenyl-benzo(b)thiophene). Reaction SMILES: [NH2:1][C:2]1[C:3]2[CH:16]=[CH:15][CH:14]=[CH:13][C:4]=2[S:5][C:6]=1[C:7]1[CH:12]=[CH:11][CH:10]=[CH:9][CH:8]=1.[CH:17](=O)[C:18]1[CH:23]=[CH:22][CH:21]=[CH:20][CH:19]=1.[BH4-].[Na+]>C(O)C.O>[CH2:17]([N:1]([CH2:2][C:3]1[CH:16]=[CH:15][CH:14]=[CH:13][CH:4]=1)[C:2]1[C:3]2[CH:16]=[CH:15][CH:14]=[CH:13][C:4]=2[S:5][C:6]=1[C:7]1[CH:12]=[CH:11][CH:10]=[CH:9][CH:8]=1)[C:18]1[CH:23]=[CH:22][CH:21]=[CH:20][CH:19]=1 |f:2.3|. Procedure details: Preparation of the starting material a solution of 15.0 g (67 mmol) of 3-amino-2-phenyl-benzo(b)thiophene and 7.8 g (74 mmol) of benzaldehyde freshly distilled in 50 milliliters of benzene is refluxed for 10 hours with a water trap. After cooling, it is diluted with benzene, the excess benzaldehyde is eliminated by stirring with a solution of sodium bisulphite, the organic phase is dried over Na2SO4 and evaporated: 3-benzylidenamino-2-phenyl-benzo(b)thiophene in the form of a crude oily product ... Reactants: CC(C)C(=O)Nc1cccc(C2CCN(CCC(O)c3ccc4c(c3)CCC4)CC2)c1, Oc1ccc(F)cc1. The product is CC(C)C(=O)Nc1cccc(C2CCN(CCC(Oc3ccc(F)cc3)c3ccc4c(c3)CCC4)CC2)c1. As a reaction SMILES: [CH2:1]1[CH2:2][CH2:3][c:4]2[cH:5][c:6]([CH:10]([CH2:11][CH2:12][N:13]3[CH2:14][CH2:15][CH:16]([c:19]4[cH:20][c:21]([NH:25][C:26]([CH:27]([CH3:28])[CH3:29])=[O:30])[cH:22][cH:23][cH:24]4)[CH2:17][CH2:18]3)[OH:31])[cH:7][cH:8][c:9]21.[F:32][c:33]1[cH:34][cH:35][c:36]([OH:39])[cH:37][cH:38]1>>[CH2:1]1[CH2:2][CH2:3][c:4]2[cH:5][c:6]([CH:10]([CH2:11][CH2:12][N:13]3[CH2:14][CH2:15][CH:16]([c:19]4[cH:20][c:21]([NH:25][C:26]([CH:27]([CH3:28])[CH3:29])=[O:30])[cH:22][cH:23][cH:24]4)[CH2:17][CH2:18]3)[O:31][c:36]3[cH:35][cH:34][c:33]([F:32])[cH:38][cH:37]3)[cH:7][cH:8][c:9]21. The reactants are C(=O)C=1C=C(C(=O)O)C=CC1 (3-formyl-benzoic acid), BrN1C(CCC1=O)=O (N-bromo-succinimide), ice. The solvent is OS(=O)(=O)O (H2SO4). Run at time 2 hour. The product is C(=O)C=1C=C(C(=O)O)C=C(C1)Br (3-formyl-5-bromo-benzoic acid). Isolated yield 91.7%. Reaction SMILES: [CH:1]([C:3]1[CH:4]=[C:5]([CH:9]=[CH:10][CH:11]=1)[C:6]([OH:8])=[O:7])=[O:2].[Br:12]N1C(=O)CCC1=O>OS(O)(=O)=O>[CH:1]([C:3]1[CH:4]=[C:5]([CH:9]=[C:10]([Br:12])[CH:11]=1)[C:6]([OH:8])=[O:7])=[O:2]. Procedure details: A solution of 3-formyl-benzoic acid (10.8 g) in H2SO4 (100 mL) is warmed to 60° C. before N-bromo-succinimide (13.4 g, 75.5 mmol) was added in 3 portions every 15 min. After complete addition, stirring was continued for 2 h at 60° C. The mixture is poured onto 1000 g of ice. The precipitate that formed was collected, washed with water and dried under high vacuum to give 3-formyl-5-bromo-benzoic acid as a white powder (15.1 g). LC-MS*: tR=0.39 min, [M+H]+=227.03. The reactants are ( E )-, solid, CN1CCN(CC1)C1=CC=C(C=N1)C1=NNC2=CC(=CC=C12)C=C1C(NC2=CC=CC=C12)=O (3-((3-(6-(4-methylpiperazin-1-yl)pyridin-3-yl)-1H-indazol-6-yl)methylene)indolin-2-one), COC=1C=C2CC(NC2=CC1)=O (5-methoxyoxindole). Product: COC=1C=C2C(C(NC2=CC1)=O)=CC1=CC=C2C(=NNC2=C1)C=1C=NC(=CC1)N1CCN(CC1)C (5-methoxy-3-((3-(6-(4-methylpiperazin-1-yl)pyridin-3-yl)-1H-indazol-6-yl)methylene)indolin-2-one), ( Z )-isomers. As a reaction SMILES: [CH3:1][N:2]1[CH2:7][CH2:6][N:5]([C:8]2[N:13]=[CH:12][C:11]([C:14]3[C:22]4[C:17](=[CH:18][C:19]([CH:23]=[C:24]5[C:32]6[C:27](=[CH:28][CH:29]=[CH:30][CH:31]=6)[NH:26][C:25]5=[O:33])=[CH:20][CH:21]=4)[NH:16][N:15]=3)=[CH:10][CH:9]=2)[CH2:4][CH2:3]1.[CH3:34][O:35]C1C=C2C(=CC=1)NC(=O)C2>>[CH3:34][O:35][C:30]1[CH:31]=[C:32]2[C:27](=[CH:28][CH:29]=1)[NH:26][C:25](=[O:33])[C:24]2=[CH:23][C:19]1[CH:18]=[C:17]2[C:22]([C:14]([C:11]3[CH:12]=[N:13][C:8]([N:5]4[CH2:6][CH2:7][N:2]([CH3:1])[CH2:3][CH2:4]4)=[CH:9][CH:10]=3)=[N:15][NH:16]2)=[CH:21][CH:20]=1. Procedure details: According to the procedure for the synthesis of 3-((3-(6-(4-methylpiperazin-1-yl)pyridin-3-yl)-1H-indazol-6-yl)methylene)indolin-2-one, except substituting 5-methoxyoxindole (28 mg, 0.087 mol), the title compound was prepared as a yellow solid (14.4 mg, 35%). A mixture of (E)- and (Z)-isomers (83:17 by NMR) was obtained. 1H NMR (400 MHz, CD3OD) 8.74 (d, J=2.3 Hz, 1H), 8.14 (dd, J=8.8, 2.3 Hz, 1H), 8.07 (d, J=8.5 Hz, 1H), 7.87 (d, J=10.0 Hz, 2H), 7.49 (d, J=8.3 Hz, 1H), 7.26 (s, 1H), 7.01 (d, J=8... The reactants are ClCC1=C(N=C(S1)C1=CC=C(C=C1)C(F)(F)F)C (5-chloromethyl-4-methyl-2-(4-trifluoromethyl-phenyl)-thiazole), C([O-])([O-])=O.[Cs+].[Cs+] (cesium carbonate), [I-].[K+] (potassium iodide), COC(C(CC1=C(C=C(C=C1)O)C)OCCCC)=O ([rac]-2-butoxy-3-(4-hydroxy-2-methyl-phenyl)-propionic acid methyl ester). Product: COC(C(CC1=C(C=C(C=C1)OCC1=C(N=C(S1)C1=CC=C(C=C1)C(F)(F)F)C)C)OCCCC)=O ([rac]-2-butoxy-3-{2-methyl-4-[4-methyl-2-(4-trifluoromethyl-phenyl)-thiazol-5-ylmethoxy]-phenyl}-propionic acid methyl ester). Reaction SMILES: [CH3:1][O:2][C:3](=[O:19])[CH:4]([O:14][CH2:15][CH2:16][CH2:17][CH3:18])[CH2:5][C:6]1[CH:11]=[CH:10][C:9]([OH:12])=[CH:8][C:7]=1[CH3:13].Cl[CH2:21][C:22]1[S:26][C:25]([C:27]2[CH:32]=[CH:31][C:30]([C:33]([F:36])([F:35])[F:34])=[CH:29][CH:28]=2)=[N:24][C:23]=1[CH3:37].C(=O)([O-])[O-].[Cs+].[Cs+].[I-].[K+]>>[CH3:1][O:2][C:3](=[O:19])[CH:4]([O:14][CH2:15][CH2:16][CH2:17][CH3:18])[CH2:5][C:6]1[CH:11]=[CH:10][C:9]([O:12][CH2:21][C:22]2[S:26][C:25]([C:27]3[CH:28]=[CH:29][C:30]([C:33]([F:36])([F:34])[F:35])=[CH:31][CH:32]=3)=[N:24][C:23]=2[CH3:37])=[CH:8][C:7]=1[CH3:13] |f:2.3.4,5.6|. Procedure details: In analogy to the procedure described in example 14 b], [rac]-2-butoxy-3-(4-hydroxy-2-methyl-phenyl)-propionic acid methyl ester was reacted with 5-chloromethyl-4-methyl-2-(4-trifluoromethyl-phenyl)-thiazole [PCT Int. Appl. (2002), WO 0292590 A1] in the presence of cesium carbonate and potassium iodide to yield [rac]-2-butoxy-3-{2-methyl-4-[4-methyl-2-(4-trifluoromethyl-phenyl)-thiazol-5-ylmethoxy]-phenyl}-propionic acid methyl ester as colorless liquid. The reactants are O=C1NN=C2C=3C(=CC=CC13)NC(C2C2=CC=C(C=O)C=C2)C2=CC=C(C=O)C=C2 (4,4′-(3-oxo-3,7,8,9-tetrahydro-2H-pyrido[4,3,2-de]phthalazine-8,9-diyl)dibenzaldehyde), methylamine alcohol, CO (methanol), [BH4-].[Na+] (Sodium borohydride). Reaction conditions: time 40 minute. Product: CNCC1=CC=C(C=C1)N1C(C=2C=CC=C3C2C(=N1)CCN3)=O (4-((methylamino)methyl)phenyl-8,9-dihydro-2H-pyrido[4,3,2-de]phthalazin-3(7H)-one). Yield: 33.0%. RXN SMILES: O=[C:2]1[C:11]2[CH:10]=[CH:9][CH:8]=[C:7]3[NH:12][CH:13](C4C=CC(C=O)=CC=4)[CH:14](C4C=CC(C=O)=CC=4)[C:5]([C:6]=23)=[N:4][NH:3]1.[BH4-].[Na+].[CH3:33][OH:34]>>[CH3:13][NH:12][CH2:7][C:6]1[CH:11]=[CH:10][C:2]([N:3]2[N:4]=[C:5]3[CH2:14][CH2:13][NH:12][C:7]4[C:6]3=[C:11]([CH:10]=[CH:9][CH:8]=4)[C:33]2=[O:34])=[CH:14][CH:5]=1 |f:1.2|. Procedure: A mixture of 4,4′-(3-oxo-3,7,8,9-tetrahydro-2H-pyrido[4,3,2-de]phthalazine-8,9-diyl)dibenzaldehyde (80 mg, 0.21 mmol) and 27% methylamine alcohol solution (94 mg, 0.82 mmol) in methanol (10 mL) was stirred at room temperature for 40 min. The mixture was then cooled to 0° C. Sodium borohydride (24 mg, 0.64 mmol) was added. After the addition, the mixture was stirred at room temperature for 4 hr. Methanol was removed under reduced pressure. The residue was washed with ethyl acetate and filtered. T... Procedure details: A mixture of 6-chloropurine (0.1109 g, 0.7175 mmol), (8-chloro-2-(2-(trifluoro-methoxy)phenyl)quinolin-3-yl)methanamine (0.2531 g, 0.7175 mmol), and N,N-diisopropylethylamine (0.2500 mL, 1.435 mmol) in ethanol (4.221 mL, 0.7175 mmol) was stirred at 75° C. After 36 h, the mixture was removed from the heat and concentrated under reduced pressure. The residue was purified by flash column chromatography on a silica gel column using 50% of CH2Cl2:MeOH:NH4OH (89:9:1) in CH2Cl2 as eluent to give N-((8-... Reaction conditions: temperature 75 celsius, time 36 hour. RXN SMILES: Cl[C:2]1[N:10]=[CH:9][N:8]=[C:7]2[C:3]=1[NH:4][CH:5]=[N:6]2.[Cl:11][C:12]1[CH:13]=[CH:14][CH:15]=[C:16]2[C:21]=1[N:20]=[C:19]([C:22]1[CH:27]=[CH:26][CH:25]=[CH:24][C:23]=1[O:28][C:29]([F:32])([F:31])[F:30])[C:18]([CH2:33][NH2:34])=[CH:17]2.C(N(CC)C(C)C)(C)C.C(O)C>>[Cl:11][C:12]1[CH:13]=[CH:14][CH:15]=[C:16]2[C:21]=1[N:20]=[C:19]([C:22]1[CH:27]=[CH:26][CH:25]=[CH:24][C:23]=1[O:28][C:29]([F:30])([F:31])[F:32])[C:18]([CH2:33][NH:34][C:2]1[N:10]=[CH:9][N:8]=[C:7]3[C:3]=1[N:4]=[CH:5][NH:6]3)=[CH:17]2. The product is ClC=1C=CC=C2C=C(C(=NC12)C1=C(C=CC=C1)OC(F)(F)F)CNC1=C2N=CNC2=NC=N1 (N-((8-chloro-2-(2-(trifluoromethoxy)phenyl)quinolin-3-yl)methyl)-9H-purin-6-amine). The reactants are ClC1=C2NC=NC2=NC=N1 (6-chloropurine), ClC=1C=CC=C2C=C(C(=NC12)C1=C(C=CC=C1)OC(F)(F)F)CN ((8-chloro-2-(2-(trifluoro-methoxy)phenyl)quinolin-3-yl)methanamine), C(C)(C)N(C(C)C)CC (N,N-diisopropylethylamine), C(C)O (ethanol).